This data is from the Open Reaction Database (ORD), a public repository of structured organic reaction records. The task is: describe an organic reaction: reactants, conditions, products, and yield Starting materials: BrCCCCCCCC (Bromooctane), [I-] (iodide). Solvent: ClC1=CC=CC=C1 (chlorobenzene), ClC1=CC=CC=C1 (chlorobenzene), bromide ion. Yields the product ICCCCCCCC (iodoctane). RXN SMILES: Br[CH2:2][CH2:3][CH2:4][CH2:5][CH2:6][CH2:7][CH2:8][CH3:9].[I-:10]>ClC1C=CC=CC=1>[I:10][CH2:2][CH2:3][CH2:4][CH2:5][CH2:6][CH2:7][CH2:8][CH3:9]. Reported procedure: A reaction using the above reactor was conducted using the following chemistry. Bromooctane in the organic solvent chlorobenzene was reacted with aqueous iodide to form iodoctane in chlorobenzene and aqueous bromide ion. To ensure that this reaction required the use of a phase transfer catalyst, a brief dispersed-phase study was conducted. A solution 0.5 M in bromooctane and 0.1 M in tetradecane (as a gas chromatograph standard) in chlorobenzene was stirred with an equal volume of 2.0 M potassiu... The reactants are ClC1=C(C=CC=C1)S (2-chlorobenzenethiol), [H-].[Na+] (sodium hydride), C(C)OC(=O)[C@H]1[C@@H](C[C@@H](C1)OS(=O)(=O)C)CN1CCC(CC1)C1=CC=C(C=C1)F ((1R,2R,4S)-2-[4-(4-Fluoro-phenyl)-piperidin-1-ylmethyl]-4-methanesulfonyloxy-cyclopentanecarboxylic acid ethyl ester). Solvent: O1CCCC1 (tetrahydrofuran), O1CCCC1 (tetrahydrofuran). Run at time 20 minute. Product: ClC1=C(C=CC=C1)S[C@@H]1C[C@H]([C@@H](C1)C(=O)O)CN1CCC(CC1)C1=CC=C(C=C1)F ((1R,2R,4R)-4-(2-Chloro-phenylsulfanyl)-2-[4-(4-fluoro-phenyl)-piperidin-1-ylmethyl]-cyclopentanecarboxylic acid). The yield is 16.4%. As a reaction SMILES: [Cl:1][C:2]1[CH:7]=[CH:6][CH:5]=[CH:4][C:3]=1[SH:8].[H-].[Na+].C([O:13][C:14]([C@@H:16]1[CH2:20][C@@H:19](OS(C)(=O)=O)[CH2:18][C@H:17]1[CH2:26][N:27]1[CH2:32][CH2:31][CH:30]([C:33]2[CH:38]=[CH:37][C:36]([F:39])=[CH:35][CH:34]=2)[CH2:29][CH2:28]1)=[O:15])C>O1CCCC1>[Cl:1][C:2]1[CH:7]=[CH:6][CH:5]=[CH:4][C:3]=1[S:8][C@H:19]1[CH2:20][C@@H:16]([C:14]([OH:15])=[O:13])[C@H:17]([CH2:26][N:27]2[CH2:28][CH2:29][CH:30]([C:33]3[CH:34]=[CH:35][C:36]([F:39])=[CH:37][CH:38]=3)[CH2:31][CH2:32]2)[CH2:18]1 |f:1.2|. Reported procedure: To a solution of 2-chlorobenzenethiol (141 mg) in tetrahydrofuran (2 mL) was added sodium hydride (dispersion in oil, 55% w/w, 50 mg). The mixture was stirred 20 min at room temperature. Then the mixture was cooled down to 0° C. and a solution of (1R,2R,4S)-2-[4-(4-Fluoro-phenyl)-piperidin-1-ylmethyl]-4-methanesulfonyloxy-cyclopentanecarboxylic acid ethyl ester (example 148 step 4, 180 mg) in tetrahydrofuran (2 mL) was added dropwise. The reaction mixture was stirred at room temperature over 24 ... Reactants: solution, [N+](=[N-])=C (diazomethane), COC(=O)C1C(CSC1)=O (3-oxo-tetrahydrothiophene-4-carboxylic acid methyl ester), C(Cl)(Cl)Cl (chloroform). Solvent: CCOCC (ether). Reaction conditions: temperature 0 celsius, time 21 hour. The product is COC(=O)C=1C(CSC1)OC (3-methoxy-dihydrothiophene-4-carboxylic acid methyl ester). The yield is 86.0%. RXN SMILES: [N+](=C)=[N-].[CH3:4][O:5][C:6]([CH:8]1[CH2:12][S:11][CH2:10][C:9]1=[O:13])=[O:7].[CH:14](Cl)(Cl)Cl>CCOCC>[CH3:4][O:5][C:6]([C:8]1[CH:9]([O:13][CH3:14])[CH2:10][S:11][CH:12]=1)=[O:7]. Reported procedure: 15 Parts by volume of an 0.5 molar solution of diazomethane in ether are added in the course of about 10 minutes to a solution, cooled to 0° C., of 1.6 parts of 3-oxo-tetrahydrothiophene-4-carboxylic acid methyl ester in 10 parts by volume of dry chloroform. The solution is stirred for 21 hours at 0° C., flushed with nitrogen to remove excess diazomethane and concentrated under reduced pressure. The residue is recrystallized from methylene chloride/petroleum ether. 1.5 parts (86% of theory) of 3... Reactants: NC1CCCC2=CC=C(C=C12)NC(=O)C1=CNC2=CC=CC=C2C1=O (N-(1-aminotetralin-7-yl)-4-oxo-1H-quinoline-3-carboxamide), ClC(=O)OCC (ethyl chloroformate). The solvent is CC#N (CH3CN). Product: C(C)OC(=O)NC1CCCC2=CC=C(C=C12)NC(=O)C1=CNC2=CC=CC=C2C1=O ([7-[(4-Oxo-1H-quinolin-3-yl)carbonylamino]tetralin-1-yl]aminoformic acid ethyl ester). As a reaction SMILES: [NH2:1][CH:2]1[C:11]2[C:6](=[CH:7][CH:8]=[C:9]([NH:12][C:13]([C:15]3[C:24](=[O:25])[C:23]4[C:18](=[CH:19][CH:20]=[CH:21][CH:22]=4)[NH:17][CH:16]=3)=[O:14])[CH:10]=2)[CH2:5][CH2:4][CH2:3]1.Cl[C:27]([O:29][CH2:30][CH3:31])=[O:28]>CC#N>[CH2:30]([O:29][C:27]([NH:1][CH:2]1[C:11]2[C:6](=[CH:7][CH:8]=[C:9]([NH:12][C:13]([C:15]3[C:24](=[O:25])[C:23]4[C:18](=[CH:19][CH:20]=[CH:21][CH:22]=4)[NH:17][CH:16]=3)=[O:14])[CH:10]=2)[CH2:5][CH2:4][CH2:3]1)=[O:28])[CH3:31]. Reported procedure: [7-[(4-Oxo-1H-quinolin-3-yl)carbonylamino]tetralin-1-yl]aminoformic acid ethyl ester (482) was synthesized following the general scheme above, from amine (273-I) and ethyl chloroformate. Overall yield (18%). HPLC ret. time 2.84 min, 10-99% CH3CN, 5 min run; ESI-MS 406.5 m/z (MH+). Starting materials: ClCC=1C(=CC=CC1)CCl (α,α'-dichloroxylene), C1(C=2C(C(N1)=O)=CC=CC2)=O.[K] (potassium phthalimide). Reaction conditions: temperature 50 celsius. Product: C1(C=2C(C(N1CC=1C(=CC=CC1)CCl)=O)=CC=CC2)=O (α-PHTHALIMIDO-α'-CHLOROXYLENE). RXN SMILES: Cl[CH2:2][C:3]1[C:4]([CH2:9][Cl:10])=[CH:5][CH:6]=[CH:7][CH:8]=1.[C:11]1(=[O:21])[NH:15][C:14](=[O:16])[C:13]2=[CH:17][CH:18]=[CH:19][CH:20]=[C:12]12.[K]>>[C:11]1(=[O:21])[N:15]([CH2:2][C:3]2[C:4]([CH2:9][Cl:10])=[CH:5][CH:6]=[CH:7][CH:8]=2)[C:14](=[O:16])[C:13]2=[CH:17][CH:18]=[CH:19][CH:20]=[C:12]12 |f:1.2,^1:21|. Procedure details: A mixture of α,α'-dichloroxylene (8.75 g, 50 mmol) and potassium phthalimide (5.6 g, 30 mmol) was heated to 50° C. for 24 h. Then the reaction mixture was concentrated in vacuo, dissolved in ethyl acetate and, after usual work-up, the desired compound was obtained by flash chromatography on silica gel (ethyl acetate:hexane; 15:85) (6 g, 65%). Starting materials: N1(CCCCC1)CCO (2-(piperidin-1-yl)ethanol), ClC1=CC=C(C=N1)\C(=C(\CC)/C1=CC=CC=C1)\C1=CC=C(C=C1)O ((Z)-4-(1-(6-chloropyridin-3-yl)-2-phenylbut-1-enyl)phenol). The product is C1(=CC=CC=C1)\C(=C(/C=1C=NC(=CC1)OCCN1CCCCC1)\C1=CC=C(C=C1)O)\CC ((Z)-4-(2-phenyl-1-(6-(2-(piperidin-1-yl)ethoxy)pyridin-3-yl)but-1-enyl)phenol). Yield: 83.1%. Reaction SMILES: [N:1]1([CH2:7][CH2:8][OH:9])[CH2:6][CH2:5][CH2:4][CH2:3][CH2:2]1.Cl[C:11]1[N:16]=[CH:15][C:14](/[C:17](/[C:27]2[CH:32]=[CH:31][C:30]([OH:33])=[CH:29][CH:28]=2)=[C:18](\[C:21]2[CH:26]=[CH:25][CH:24]=[CH:23][CH:22]=2)/[CH2:19][CH3:20])=[CH:13][CH:12]=1>>[C:21]1(/[C:18](/[CH2:19][CH3:20])=[C:17](/[C:27]2[CH:32]=[CH:31][C:30]([OH:33])=[CH:29][CH:28]=2)\[C:14]2[CH:15]=[N:16][C:11]([O:9][CH2:8][CH2:7][N:1]3[CH2:6][CH2:5][CH2:4][CH2:3][CH2:2]3)=[CH:12][CH:13]=2)[CH:22]=[CH:23][CH:24]=[CH:25][CH:26]=1. Procedure details: Following the same procedure as described in example 3, 2-(piperidin-1-yl)ethanol (385 mg, 10 eq) was reacted with (Z)-4-(1-(6-chloropyridin-3-yl)-2-phenyl but-1-enyl)phenol (100 mg, 1 eq, prepared from example 1) to give the desired product (106 mg, 83% yield). 1H NMR (400 MHz, CDCl3) δ 7.53 (s, 1H), 7.16-7.21 (m, 2H), 7.01-7.15 (m, 6H), 6.88 (d, J=8.8 Hz, 1H), 6.77 (d, J=8.8 Hz, 2H), 5.63 (d, J=8.0 Hz, 1H), 4.25 (t, J=5.6 Hz, 2H), 2.73 (t, J=5.6 Hz, 2H), 2.40-2.62 (m, 6H), 1.63-1.75 (m, 4H), 1... Reactants: C(C)(C)(C)C1=CC=C(OC2=CC=C3C=C(N=C(C3=C2)CC2CCCC2)C(=O)O)C=C1 (7-(4-tert-Butyl-phenoxy)-1-cyclopentylmethyl-isoquinoline-3-carboxylic acid), Cl.COC([C@H](CC=1SC(=CC1)Br)N)=O ((2S)-amino-3-(5-bromo-thiophen-2-yl)-propionic acid methyl ester HCl), ester. The product is BrC1=CC=C(S1)C[C@@H](C(=O)O)NC(=O)C=1N=C(C2=CC(=CC=C2C1)OC1=CC=C(C=C1)C(C)(C)C)CC1CCCC1 (3-(5-Bromo-thiophen-2-yl)-(2S)-{[7-(4-tert-butyl-phenoxy)-1-cyclopentylmethyl-isoquinoline-3-carbonyl]-amino}-propionic acid). The yield is 87.7%. RXN SMILES: [C:1]([C:5]1[CH:30]=[CH:29][C:8]([O:9][C:10]2[CH:19]=[C:18]3[C:13]([CH:14]=[C:15]([C:26](O)=[O:27])[N:16]=[C:17]3[CH2:20][CH:21]3[CH2:25][CH2:24][CH2:23][CH2:22]3)=[CH:12][CH:11]=2)=[CH:7][CH:6]=1)([CH3:4])([CH3:3])[CH3:2].Cl.C[O:33][C:34](=[O:44])[C@@H:35]([NH2:43])[CH2:36][C:37]1[S:38][C:39]([Br:42])=[CH:40][CH:41]=1>>[Br:42][C:39]1[S:38][C:37]([CH2:36][C@H:35]([NH:43][C:26]([C:15]2[N:16]=[C:17]([CH2:20][CH:21]3[CH2:22][CH2:23][CH2:24][CH2:25]3)[C:18]3[C:13]([CH:14]=2)=[CH:12][CH:11]=[C:10]([O:9][C:8]2[CH:29]=[CH:30][C:5]([C:1]([CH3:3])([CH3:4])[CH3:2])=[CH:6][CH:7]=2)[CH:19]=3)=[O:27])[C:34]([OH:33])=[O:44])=[CH:41][CH:40]=1 |f:1.2|. Reported procedure: 50 mg (0.12 mmol) of 7-(4-tert-butyl-phenoxy)-1-cyclopentylmethyl-isoquinoline-3-carboxylic acid (Example 419) was reacted with (2S)-amino-3-(5-bromo-thiophen-2-yl)-propionic acid methyl ester HCl (40.1 mg, 0.14 mmol) as described in general procedure A. The resulting ester was hydrolyzed as described in general procedure C to afford 66.9 mg of the title compound as a white solid. The reactants are CN(C)CCN, ClCCl, [Na+], O=C(Cl)c1cccc(-c2nnc(CSCCOc3ccccc3)o2)c1, [OH-], O. The product is CN(C)CCNC(=O)c1cccc(-c2nnc(CSCCOc3ccccc3)o2)c1. Reaction SMILES: [CH3:1][N:2]([CH2:3][CH2:4][NH2:5])[CH3:6].[Cl:32][CH2:33][Cl:34].[Na+:37].[O:7]([c:8]1[cH:9][cH:10][cH:11][cH:12][cH:13]1)[CH2:14][CH2:15][S:16][CH2:17][c:18]1[n:19][n:20][c:21](-[c:23]2[cH:24][c:25]([C:26](=[O:27])[Cl:28])[cH:29][cH:30][cH:31]2)[o:22]1.[OH-:36].[OH2:35]>>[CH3:1][N:2]([CH2:3][CH2:4][NH:5][C:26]([c:25]1[cH:24][c:23](-[c:21]2[n:20][n:19][c:18]([CH2:17][S:16][CH2:15][CH2:14][O:7][c:8]3[cH:9][cH:10][cH:11][cH:12][cH:13]3)[o:22]2)[cH:31][cH:30][cH:29]1)=[O:27])[CH3:6]. Reactants: O[C@H]1C[C@H]2CC[C@H]3[C@@H]4CCC([C@@]4(C)CC=C3[C@]2(CC1)C)=O (3α-Hydroxy-5β-androst-9(11)-en-17-one), CC(C)([O-])C.[K+] (potassium tert-butoxide). Reagents/catalysts: [Br-].C(C)[P+](C1=CC=CC=C1)(C1=CC=CC=C1)C1=CC=CC=C1 (ethyltriphenylphosphonium bromide). Solvent: C1CCOC1 (THF), C1CCOC1 (THF), C1CCOC1 (THF). Conditions: temperature 25 celsius, time 1 hour. Product: O[C@H]1C[C@H]2CC[C@H]3[C@@H]4CC/C(=C/C)/[C@]4(CC=C3[C@]2(CC1)C)C ((Z)-3α-Hydroxy-5β-pregna-9(11), 17(20)-diene). Yield: 80.0%. RXN SMILES: [CH3:1][C:2](C)([O-])C.[K+].[OH:7][C@@H:8]1[CH2:25][CH2:24][C@@:23]2([CH3:26])[C@H:10]([CH2:11][CH2:12][C@@H:13]3[C:22]2=[CH:21][CH2:20][C@@:18]2([CH3:19])[C@H:14]3[CH2:15][CH2:16][C:17]2=O)[CH2:9]1>[Br-].C([P+](C1C=CC=CC=1)(C1C=CC=CC=1)C1C=CC=CC=1)C.C1COCC1>[OH:7][C@@H:8]1[CH2:25][CH2:24][C@@:23]2([CH3:26])[C@H:10]([CH2:11][CH2:12][C@@H:13]3[C:22]2=[CH:21][CH2:20][C@@:18]2([CH3:19])[C@H:14]3[CH2:15][CH2:16]/[C:17]/2=[CH:1]/[CH3:2])[CH2:9]1 |f:0.1,3.4|. Procedure: A solution of potassium tert-butoxide in THF (1M, 230 mL, 231 mmol) was added drop wise to a suspension of ethyltriphenylphosphonium bromide (88.7 g, 239 mmol) in THF (150 mL) over 1 h at 25° C. The resulting dark red colored mixture was stirred for an additional 1 h at 25° C. A solution of compound 1.3 (23.0 g, 79.7 mmol) in THF (230 mL) was added slowly to the red-colored mixture at 25° C. The resulting mixture was stirred for 3-4 h, at which point it was determined to be complete by TLC. The ...